This data is from the Open Reaction Database (ORD), a public repository of structured organic reaction records. The task is: describe an organic reaction: reactants, conditions, products, and yield Starting materials: C1(CCCCC1)ON1C(CC(CC1(C)C)=O)(C)C (1-Cyclohexyloxy-2,2,6,6-tetramethyl-piperidin-4-one), compound B, C1(CCCCC1)C=O (Cyclohexanecarboxaldehyde). Product: C1(CC=CCC1)ON1C(CC(CC1(C)C)=O)(C)C (1-Cyclohex-3-enyloxy-2,2,6,6-tetramethyl-piperidin-4-one). As a reaction SMILES: [CH:1]1([O:7][N:8]2[C:13]([CH3:15])([CH3:14])[CH2:12][C:11](=[O:16])[CH2:10][C:9]2([CH3:18])[CH3:17])[CH2:6][CH2:5][CH2:4][CH2:3][CH2:2]1.C1(C=O)CCCCC1>>[CH:1]1([O:7][N:8]2[C:13]([CH3:14])([CH3:15])[CH2:12][C:11](=[O:16])[CH2:10][C:9]2([CH3:18])[CH3:17])[CH2:6][CH2:5][CH:4]=[CH:3][CH2:2]1. Procedure details: 1-Cyclohexyloxy-2,2,6,6-tetramethyl-piperidin-4-one, compound B, can be prepared in analogy using Cyclohexanecarboxaldehyde Reactants: [BH4-], COc1cccc(C(=O)N2CCC(N(Cc3ccnc4ccccc34)C(=O)C(F)(F)F)CC2Cc2ccccc2)c1, [Na+]. Yields the product COc1cccc(C(=O)N2CCC(NCc3ccnc4ccccc34)CC2Cc2ccccc2)c1. RXN SMILES: [BH4-:42].[CH2:1]([c:2]1[cH:3][cH:4][cH:5][cH:6][cH:7]1)[CH:8]1[N:9]([C:32]([c:33]2[cH:34][c:35]([O:39][CH3:40])[cH:36][cH:37][cH:38]2)=[O:41])[CH2:10][CH2:11][CH:12]([N:14]([C:15](=[O:16])[C:17]([F:18])([F:19])[F:20])[CH2:21][c:22]2[cH:23][cH:24][n:25][c:26]3[cH:27][cH:28][cH:29][cH:30][c:31]23)[CH2:13]1.[Na+:43]>>[CH2:1]([c:2]1[cH:3][cH:4][cH:5][cH:6][cH:7]1)[CH:8]1[N:9]([C:32]([c:33]2[cH:34][c:35]([O:39][CH3:40])[cH:36][cH:37][cH:38]2)=[O:41])[CH2:10][CH2:11][CH:12]([NH:14][CH2:21][c:22]2[cH:23][cH:24][n:25][c:26]3[cH:27][cH:28][cH:29][cH:30][c:31]23)[CH2:13]1. The reactants are COCCOC (DME), C(=O)([O-])[O-].[Na+].[Na+] (Na2CO3), C1(=CC=CC=C1)B(O)O (phenylboronic acid), COC(N[C@@H](C(C)(C)C)C(=O)NN(C[C@@](CC1=CC=CC=C1)(C(N[C@@H]1[C@@H](CC2=CC=CC=C12)O)=O)O)CC1=CC(=CC=C1)Br)=O ({(1S)-1-[N′-(3-Bromo-benzyl)-N′-[(2S)-2-hydroxy-2-((1S,2R)-2-hydroxy-indan-1-ylcarbamoyl)-3-phenyl-propyl]-hydrazinocarbonyl]-2,2-dimethyl-propyl}-carbamic acid methyl ester). The reagents and catalysts are Cl[Pd]([P](C1=CC=CC=C1)(C2=CC=CC=C2)C3=CC=CC=C3)([P](C4=CC=CC=C4)(C5=CC=CC=C5)C6=CC=CC=C6)Cl (Pd(PPh3)2Cl2). Run in CCO (EtOH), C(=O)O (formic acid), CC#N (CH3CN). The product is COC(N[C@@H](C(C)(C)C)C(=O)NN(C[C@@](CC1=CC=CC=C1)(C(N[C@@H]1[C@@H](CC2=CC=CC=C12)O)=O)O)CC=1C=C(C=CC1)C1=CC=CC=C1)=O ({(1S)-1-[N′-(Biphenyl-3-yl-methyl)-N′-[(2S)-2-hydroxy-2-((1S,2R)-2-hydroxy-indan-1-ylcarbamoyl)-3-phenyl-propyl]-hydrazinocarbonyl]-2,2-dimethyl-propyl}-carbamic acid methyl ester), product. The yield is 26.0%. Reaction SMILES: [CH3:1][O:2][C:3](=[O:45])[NH:4][C@H:5]([C:10]([NH:12][N:13]([CH2:37][C:38]1[CH:43]=[CH:42][CH:41]=[C:40](Br)[CH:39]=1)[CH2:14][C@:15]([OH:36])([C:23](=[O:35])[NH:24][C@H:25]1[C:33]2[C:28](=[CH:29][CH:30]=[CH:31][CH:32]=2)[CH2:27][C@H:26]1[OH:34])[CH2:16][C:17]1[CH:22]=[CH:21][CH:20]=[CH:19][CH:18]=1)=[O:11])[C:6]([CH3:9])([CH3:8])[CH3:7].[C:46]1(B(O)O)[CH:51]=[CH:50][CH:49]=[CH:48][CH:47]=1.C([O-])([O-])=O.[Na+].[Na+].COCCOC>C(O)=O.Cl[Pd](Cl)([P](C1C=CC=CC=1)(C1C=CC=CC=1)C1C=CC=CC=1)[P](C1C=CC=CC=1)(C1C=CC=CC=1)C1C=CC=CC=1.CC#N.CCO>[CH3:1][O:2][C:3](=[O:45])[NH:4][C@H:5]([C:10]([NH:12][N:13]([CH2:37][C:38]1[CH:39]=[C:40]([C:46]2[CH:51]=[CH:50][CH:49]=[CH:48][CH:47]=2)[CH:41]=[CH:42][CH:43]=1)[CH2:14][C@:15]([OH:36])([C:23](=[O:35])[NH:24][C@H:25]1[C:33]2[C:28](=[CH:29][CH:30]=[CH:31][CH:32]=2)[CH2:27][C@H:26]1[OH:34])[CH2:16][C:17]1[CH:22]=[CH:21][CH:20]=[CH:19][CH:18]=1)=[O:11])[C:6]([CH3:9])([CH3:8])[CH3:7] |f:2.3.4,^1:72,91|. Procedure: The title compound was prepared according to Method B using compound 26 (80.5 mg, 0.118 mmol), phenylboronic acid (72.5 mg, 0.595 mmol), Pd(PPh3)2Cl2 (6.50 mg, 0.00926 mmol), 2 M Na2CO3 (aq., 0.177 mL, 0.354 mmol), DME (1.6 mL) and EtOH (0.4 mL) affording the product (21.2 mg, 26%) after RP-LC-MS (35 min gradient of 40-100% CH3CN in 0.05% aqueous formic acid) as a white solid. The reactants are CN(CC1=CC(=C(C=C1)OC)O)C (dimethyl(3-hydroxy-4-methoxybenzyl)amine), CI (methyl iodide). The solvent is O1CCOCC1 (dioxane). Yields the product [I-].C[N+](CC1=CC(=C(C=C1)OC)O)(C)C (trimethyl(3-hydroxy-4-methoxybenzyl) ammonium iodide salt). The yield is 81.0%. Reaction SMILES: [CH3:1][N:2]([CH3:13])[CH2:3][C:4]1[CH:9]=[CH:8][C:7]([O:10][CH3:11])=[C:6]([OH:12])[CH:5]=1.[CH3:14][I:15]>O1CCOCC1>[I-:15].[CH3:13][N+:2]([CH3:14])([CH3:1])[CH2:3][C:4]1[CH:9]=[CH:8][C:7]([O:10][CH3:11])=[C:6]([OH:12])[CH:5]=1 |f:3.4|. Procedure details: To a dioxane solution (250 ml) of the dimethyl(3-hydroxy-4-methoxybenzyl)amine thus obtained (16 g, 88.5 mmol) was added methyl iodide (8.26 ml, 132 mmol) and the resulting mixture was refluxed for 4 h. The solid formed was filtered and washed with dioxane to yield 23 g (81%) of the trimethyl(3-hydroxy-4-methoxybenzyl) ammonium iodide salt. This latter was suspended in 100 ml xylene, triethyl phosphite (18 ml, 107 mmol) was added and the resulting mixture was refluxed for 16 h. The solid formed ...